Dataset: the Open Reaction Database (ORD), a public repository of structured organic reaction records. Task: describe an organic reaction: reactants, conditions, products, and yield Starting materials: Br.BrCCC1=C(N=C2N(C1=O)CCS2)C (6-(2-bromoethyl)-2,3-dihydro-7-methyl-5H-thiazolo[3,2-a]pyrimidin-5-one monohydrobromide), Cl.Cl.FC1=CC=C2C(=NNC2=C1)C1CCNCC1 (6-fluoro-3-(4-piperidinyl)-1H-indazole dihydrochloride), C([O-])([O-])=O.[Na+].[Na+] (sodium carbonate). The solvent is CC(CC(C)=O)C (4-methyl-2-pentanone). Reaction conditions: time 6 hour. Yields the product FC1=CC=C2C(=NNC2=C1)C1CCN(CC1)CCC1=C(N=C2N(C1=O)CCS2)C (6-[2-[4-(6-fluoro-1H-indazol-3-yl)-1-piperidinyl]ethyl]-2,3-dihydro-7-methyl-5H-thiazolo[3,2-a]pyrimidin-5-one). Isolated yield 48.3%. Reaction SMILES: Br.Br[CH2:3][CH2:4][C:5]1[C:10](=[O:11])[N:9]2[CH2:12][CH2:13][S:14][C:8]2=[N:7][C:6]=1[CH3:15].Cl.Cl.[F:18][C:19]1[CH:27]=[C:26]2[C:22]([C:23]([CH:28]3[CH2:33][CH2:32][NH:31][CH2:30][CH2:29]3)=[N:24][NH:25]2)=[CH:21][CH:20]=1.C(=O)([O-])[O-].[Na+].[Na+]>CC(C)CC(=O)C>[F:18][C:19]1[CH:27]=[C:26]2[C:22]([C:23]([CH:28]3[CH2:33][CH2:32][N:31]([CH2:3][CH2:4][C:5]4[C:10](=[O:11])[N:9]5[CH2:12][CH2:13][S:14][C:8]5=[N:7][C:6]=4[CH3:15])[CH2:30][CH2:29]3)=[N:24][NH:25]2)=[CH:21][CH:20]=1 |f:0.1,2.3.4,5.6.7|. Procedure details: A mixture of 4.4 parts of 6-(2-bromoethyl)-2,3-dihydro-7-methyl-5H-thiazolo[3,2-a]pyrimidin-5-one monohydrobromide, 3.7 parts of 6-fluoro-3-(4-piperidinyl)-1H-indazole dihydrochloride, 4.25 parts of sodium carbonate and 120 parts of 4-methyl-2-pentanone was stirred for 6 hours at reflux temperature. After cooling, the reaction mixture was filtered. The precipitate was stirred in water and the whole was filtered again. The precipitated product was purified by column chromatography over silica gel... The reactants are O=C([O-])[O-], COS(=O)(=O)OC, [K+], [K+], [K], CN(C)C=O, COc1ccc([N+](=O)[O-])c(C=O)c1O. The product is COc1ccc([N+](=O)[O-])c(C=O)c1OC. Reaction SMILES: [C:16](=[O:17])([O-:18])[O-:19].[CH3:22][O:23][S:24]([O:25][CH3:26])(=[O:27])=[O:28].[K+:20].[K+:21].[K:1].[O:29]=[CH:30][N:31]([CH3:32])[CH3:33].[OH:2][c:3]1[c:4]([CH:5]=[O:6])[c:7]([N+:13](=[O:14])[O-:15])[cH:8][cH:9][c:10]1[O:11][CH3:12]>>[O:2]([c:3]1[c:4]([CH:5]=[O:6])[c:7]([N+:13](=[O:14])[O-:15])[cH:8][cH:9][c:10]1[O:11][CH3:12])[CH3:16].